From a dataset of the Open Reaction Database (ORD), a public repository of structured organic reaction records. describe an organic reaction: reactants, conditions, products, and yield The reactants are OC(=O)C(F)(F)F.C(C1=CC=CC=C1)N1CC2=NC(=C(N=C2CC1)NC(C)C)N1CCC(CC1)C(=O)C1=C(C=CC(=C1)Cl)F ((1-(6-benzyl-2-(isopropylamino)-5,6,7,8-tetrahydropyrido[3,4-b]pyrazin-3-yl)piperidin-4-yl)(5-chloro-2-fluorophenyl)methanone TFA salt). The reagents and catalysts are [OH-].[OH-].[Pd+2] (Pd(OH)2 on carbon). The solvent is C1CCOC1 (THF), CO (MeOH). Run at time 3 hour. Product: ClC=1C=CC(=C(C1)C(=O)C1CCN(CC1)C1=C(N=C2C(=N1)CNCC2)NC(C)C)F ((5-chloro-2-fluorophenyl)(1-(2-(isopropylamino)-5,6,7,8-tetrahydropyrido[3,4-b]pyrazin-3-yl)piperidin-4-yl)methanone), C(=O)(C(F)(F)F)O (TFA). Isolated yield 422.6%. Reaction SMILES: [OH:1][C:2]([C:4]([F:7])([F:6])[F:5])=[O:3].C([N:15]1[CH2:24][CH2:23][C:22]2[C:17](=[N:18][C:19]([N:29]3[CH2:34][CH2:33][CH:32]([C:35]([C:37]4[CH:42]=[C:41]([Cl:43])[CH:40]=[CH:39][C:38]=4[F:44])=[O:36])[CH2:31][CH2:30]3)=[C:20]([NH:25][CH:26]([CH3:28])[CH3:27])[N:21]=2)[CH2:16]1)C1C=CC=CC=1>C1COCC1.CO.[OH-].[OH-].[Pd+2]>[Cl:43][C:41]1[CH:40]=[CH:39][C:38]([F:44])=[C:37]([C:35]([CH:32]2[CH2:33][CH2:34][N:29]([C:19]3[N:18]=[C:17]4[CH2:16][NH:15][CH2:24][CH2:23][C:22]4=[N:21][C:20]=3[NH:25][CH:26]([CH3:27])[CH3:28])[CH2:30][CH2:31]2)=[O:36])[CH:42]=1.[C:2]([OH:3])([C:4]([F:7])([F:6])[F:5])=[O:1] |f:0.1,4.5.6|. Reported procedure: A mixture of (1-(6-benzyl-2-(isopropylamino)-5,6,7,8-tetrahydropyrido[3,4-b]pyrazin-3-yl)piperidin-4-yl)(5-chloro-2-fluorophenyl)methanone TFA salt (48.9 mg, 0.077 mmol) and Pd(OH)2 on carbon (20 wt %, 5 mg, 0.036 mmol) in THF (384 μL) was stirred at rt under an atmosphere of hydrogen gas (balloon). After 3 h, the mixture was diluted with MeOH, filtered through a pad of Celite™, washing with MeOH, and concentrated to afford he title compound as its TFA salt (37.1 mg, 88%) as a yellow film, which... Starting materials: C1=CC(=O)C(=O)C=CC1=NO (5-nitrosotropolone), [Sn](Cl)Cl (Tin (II) chloride). Solvent: C(C)O (ethanol). Product: C1=CC(=O)C(=CC=C1N)O (5-aminotropolone). The yield is 9.9%. RXN SMILES: [CH:1]1[C:9](=[N:10]O)[CH:8]=[CH:7][C:5](=[O:6])[C:3](=[O:4])[CH:2]=1.[Sn](Cl)Cl>C(O)C>[CH:1]1[C:9]([NH2:10])=[CH:8][CH:7]=[C:5]([OH:6])[C:3](=[O:4])[CH:2]=1. Procedure: To a stirred solution of 0.39 g of 5-nitrosotropolone (2.6 mmole, obtained from the previous example) and 10 mL of absolute ethanol was added 2.92 g of Tin (II) chloride (12.9 mmole). After 40 minutes at reflux the solution was cooled, filtered, and the liquefied portion was partitioned between ethyl acetate and water. The organic fraction was concentrated in vacuo to give 35 mg (10%) of 5-aminotropolone as a yellow solid. IR spectroscopy of the product (neat) found the following characteristic ... Reactants: CC(C)Oc1cccc(N)c1, O=Cc1cnn2ccc(Cl)nc12, C1COCCO1. Product: CC(C)Oc1cccc(Nc2ccn3ncc(C=O)c3n2)c1. Reaction SMILES: [CH:13]([CH3:14])([CH3:15])[O:16][c:17]1[cH:18][c:19]([NH2:20])[cH:21][cH:22][cH:23]1.[Cl:1][c:2]1[n:3][c:4]2[n:5]([cH:6][cH:7]1)[n:8][cH:9][c:10]2[CH:11]=[O:12].[O:24]1[CH2:25][CH2:26][O:27][CH2:28][CH2:29]1>>[c:2]1([NH:20][c:19]2[cH:18][c:17]([O:16][CH:13]([CH3:14])[CH3:15])[cH:23][cH:22][cH:21]2)[n:3][c:4]2[n:5]([cH:6][cH:7]1)[n:8][cH:9][c:10]2[CH:11]=[O:12]. Reactants: C([O-])([O-])=O.[K+].[K+] (potassium carbonate), BrCCCCCCC (1-bromoheptane), BrC1=CC=C(C=C1)O (4-bromophenol). The product is BrC1=CC=C(C=C1)OCCCCCCC (1-Bromo-4-heptoxybenzene). Reaction SMILES: C(=O)([O-])[O-].[K+].[K+].Br[CH2:8][CH2:9][CH2:10][CH2:11][CH2:12][CH2:13][CH3:14].[Br:15][C:16]1[CH:21]=[CH:20][C:19]([OH:22])=[CH:18][CH:17]=1>>[Br:15][C:16]1[CH:21]=[CH:20][C:19]([O:22][CH2:8][CH2:9][CH2:10][CH2:11][CH2:12][CH2:13][CH3:14])=[CH:18][CH:17]=1 |f:0.1.2|. Procedure details: Quantities: anhydrous potassium carbonate (34.8 g, 0.25 mol), 1-bromoheptane (19.6 g, 0.11 mol) and 4-bromophenol (17.3 g, 0.1 mol). The experimental procedure was as described in Example 119. Reactants: CO (methanol), C1(=CC=CC=C1)P(C1=CC=CC=C1)(C1=CC=CC=C1)=S (triphenylphosphine sulfide), C(O)([O-])=O.[Na+] (sodium hydrogen carbonate), Cl[O-].[Na+] (sodium hypochlorite). The solvent is O (water). Run at time 1 hour. Yields the product C1(=CC=CC=C1)P(C1=CC=CC=C1)(C1=CC=CC=C1)=O (triphenylphosphine oxide). Reaction SMILES: CO.[C:3]1([P:9](=S)([C:16]2[CH:21]=[CH:20][CH:19]=[CH:18][CH:17]=2)[C:10]2[CH:15]=[CH:14][CH:13]=[CH:12][CH:11]=2)[CH:8]=[CH:7][CH:6]=[CH:5][CH:4]=1.C(=O)([O-])[OH:24].[Na+].Cl[O-].[Na+]>O>[C:3]1([P:9](=[O:24])([C:16]2[CH:21]=[CH:20][CH:19]=[CH:18][CH:17]=2)[C:10]2[CH:15]=[CH:14][CH:13]=[CH:12][CH:11]=2)[CH:8]=[CH:7][CH:6]=[CH:5][CH:4]=1 |f:2.3,4.5|. Procedure: To a mixture of methanol (125 ml), triphenylphosphine sulfide (7.5 g) and aqueous 2.5% sodium hydrogen carbonate (25 ml) is added aqueous 14.3% sodium hypochlorite (125 ml) at 10° C. to 15° C., and the mixture is stirred for 1 hour at the same temperature. The reaction mixture is diluted with water (500 ml), and the separated crystals are collected by filtration, washed with water and dried to give triphenylphosphine oxide (6.5 g). m.p. 154°-157° C. Reactants: CO, O=C1NS(=O)(=O)Cc2ccc([N+](=O)[O-])cc21. Product: Nc1ccc2c(c1)C(=O)NS(=O)(=O)C2. Reaction SMILES: [CH3:17][OH:18].[O:1]=[S:2]1(=[O:16])[CH2:3][c:4]2[c:5]([cH:9][c:10]([N+:13]([O-:14])=[O:15])[cH:11][cH:12]2)[C:6](=[O:8])[NH:7]1>>[O:1]=[S:2]1(=[O:16])[CH2:3][c:4]2[c:5]([cH:9][c:10]([NH2:13])[cH:11][cH:12]2)[C:6](=[O:8])[NH:7]1.